The task is: describe an organic reaction: reactants, conditions, products, and yield. This data is from the Open Reaction Database (ORD), a public repository of structured organic reaction records. The reactants are BrC=1C=CC2=C(C=3C(NC(=NC3CC2)NC(C(C)(C)C)=O)=O)C1 (N-(9-bromo-1,2,5,6-tetrahydro-1-oxobenzo[f]quinazolin-3-yl)pivalamide), N1=CC=CC=C1 (pyridine), BrN1C(CCC1=O)=O (N-Bromosuccinimide). Run in C1=CC=CC=C1 (benzene). Yields the product BrC=1C=CC2=C(C=3C(NC(=NC3C=C2)NC(C(C)(C)C)=O)=O)C1 (N-(9-bromo-1,2-dihydro-1-oxobenzo[f]quinazolin-3-yl)pivalamide). RXN SMILES: [Br:1][C:2]1[CH:3]=[CH:4][C:5]2[CH2:14][CH2:13][C:12]3[N:11]=[C:10]([NH:15][C:16](=[O:21])[C:17]([CH3:20])([CH3:19])[CH3:18])[NH:9][C:8](=[O:22])[C:7]=3[C:6]=2[CH:23]=1.N1C=CC=CC=1.BrN1C(=O)CCC1=O>C1C=CC=CC=1>[Br:1][C:2]1[CH:3]=[CH:4][C:5]2[CH:14]=[CH:13][C:12]3[N:11]=[C:10]([NH:15][C:16](=[O:21])[C:17]([CH3:20])([CH3:18])[CH3:19])[NH:9][C:8](=[O:22])[C:7]=3[C:6]=2[CH:23]=1. Procedure: A mixture of N-(9-bromo-1,2,5,6-tetrahydro-1-oxobenzo[f]quinazolin-3-yl)pivalamide (1.09 g, 2.9 mmoles) and pyridine (0.28 ml, 3.5 mmoles) in dry benzene (100 ml) was stirred and heated to reflux under a nitrogen atmosphere. N-Bromosuccinimide (0.57 g, 3.2 mmoles) was added in a single portion, and the mixture was vigorously stirred and refluxed for 1.5 hours. After cooling, benzene and excess pyridine were removed under reduced pressure, leaving a light yellow residue which was then triturated ... Reactants: NC1=C(SC(=C1C=1C=C2C=CNC2=CC1)C1=CC=CC=C1)C(=O)OC (methyl 3-amino-4-(1H-indol-5-yl)-5-phenylthiophene-2-carboxylate), C(=O)[O-].[NH4+] (ammonium formate), C(=O)N (formamide). Product: N1C=CC2=CC(=CC=C12)C1=C(SC2=C1N=CNC2=O)C2=CC=CC=C2 (7-(1H-indol-5-yl)-6-phenylthieno[3,2-d]pyrimidin-4(3H)-one). Reaction SMILES: [NH2:1][C:2]1[C:6]([C:7]2[CH:8]=[C:9]3[C:13](=[CH:14][CH:15]=2)[NH:12][CH:11]=[CH:10]3)=[C:5]([C:16]2[CH:21]=[CH:20][CH:19]=[CH:18][CH:17]=2)[S:4][C:3]=1[C:22]([O:24]C)=O.C([O-])=O.[NH4+].[CH:30]([NH2:32])=O>>[NH:12]1[C:13]2[C:9](=[CH:8][C:7]([C:6]3[C:2]4[N:1]=[CH:30][NH:32][C:22](=[O:24])[C:3]=4[S:4][C:5]=3[C:16]3[CH:21]=[CH:20][CH:19]=[CH:18][CH:17]=3)=[CH:15][CH:14]=2)[CH:10]=[CH:11]1 |f:1.2|. Reported procedure: A mixture of EXAMPLE 8B (95 mg, 0.27 mmol) and ammonium formate (68 mg, 1.08 mmol) in formamide (5 mL) was heated at 170° C. for 4 hours. After cooling, the mixture was partitioned between ethyl acetate and water. The aqueous layer was extracted with ethyl acetate and the combined organic layers washed with brine, dried over magnesium sulfate, filtered and concentrated. The residue was purified by reverse phase HPLC on a C18 column using 0-70% acetonitrile/0.1% trifluoroacetic acid in water to g... The reactants are C1(=CC=CC2=CC=CC=C12)C(=N)N (naphthalene-1-carboxamidine), ClC1=C(C=C(C#N)C#N)C=CC(=C1)Cl (2-(2,4-dichloro-benzylidene)-malononitrile). Yields the product NCC=1C(=NC(=NC1C1=C(C=C(C=C1)Cl)Cl)C1=CC=CC2=CC=CC=C12)N (5-Aminomethyl-6-(2,4-dichloro-phenyl)-2-naphthalen-1-yl-pyrimidin-4-ylamine). Reaction SMILES: [C:1]1([C:11]([NH2:13])=[NH:12])[C:10]2[C:5](=[CH:6][CH:7]=[CH:8][CH:9]=2)[CH:4]=[CH:3][CH:2]=1.[Cl:14][C:15]1[CH:26]=[C:25]([Cl:27])[CH:24]=[CH:23][C:16]=1[CH:17]=[C:18]([C:21]#[N:22])[C:19]#[N:20]>>[NH2:22][CH2:21][C:18]1[C:19]([NH2:20])=[N:12][C:11]([C:1]2[C:10]3[C:5](=[CH:6][CH:7]=[CH:8][CH:9]=3)[CH:4]=[CH:3][CH:2]=2)=[N:13][C:17]=1[C:16]1[CH:23]=[CH:24][C:25]([Cl:27])=[CH:26][C:15]=1[Cl:14]. Reported procedure: The title compound, MS: m/e=395.3 (M+H+), was prepared from naphthalene-1-carboxamidine and 2-(2,4-dichloro-benzylidene)-malononitrile in analogy to the process described in Example 11 as a solid. The reactants are C(C1=CC=CC=C1)N[C@@H]1[C@@H](CN(CC1)C(=O)OC(C)(C)C)OCC(=C)C (tert-butyl cis(±)-4-(benzylamino)-3-[(2-methyl-2-propen-1-yl)oxy]piperidine-1-carboxylate), C1CCOC1 (THF), C([O-])(O)=O.[Na+] (sodium bicarbonate), ClC(=O)OCC1=CC=CC=C1 (benzyl chloroformate). Solvent: O (water). Product: C(C1=CC=CC=C1)N([C@@H]1[C@@H](CN(CC1)C(=O)OC(C)(C)C)OCC(=C)C)C(=O)OCC1=CC=CC=C1 (tert-Butyl cis(±)-4-{benzyl[(benzyloxy)carbonyl]amino}-3-[{2-methyl-2-propen-1-yl}oxy]piperidine-1-carboxylate). Isolated yield 90.5%. As a reaction SMILES: [CH2:1]([NH:8][C@H:9]1[CH2:14][CH2:13][N:12]([C:15]([O:17][C:18]([CH3:21])([CH3:20])[CH3:19])=[O:16])[CH2:11][C@H:10]1[O:22][CH2:23][C:24]([CH3:26])=[CH2:25])[C:2]1[CH:7]=[CH:6][CH:5]=[CH:4][CH:3]=1.C(=O)(O)[O-].[Na+].Cl[C:33]([O:35][CH2:36][C:37]1[CH:42]=[CH:41][CH:40]=[CH:39][CH:38]=1)=[O:34].C1COCC1>O>[CH2:1]([N:8]([C:33]([O:35][CH2:36][C:37]1[CH:42]=[CH:41][CH:40]=[CH:39][CH:38]=1)=[O:34])[C@H:9]1[CH2:14][CH2:13][N:12]([C:15]([O:17][C:18]([CH3:19])([CH3:20])[CH3:21])=[O:16])[CH2:11][C@H:10]1[O:22][CH2:23][C:24]([CH3:26])=[CH2:25])[C:2]1[CH:3]=[CH:4][CH:5]=[CH:6][CH:7]=1 |f:1.2|. Procedure details: The same operation as in Example (103a) was performed using tert-butyl cis(±)-4-(benzylamino)-3-[(2-methyl-2-propen-1-yl)oxy]piperidine-1-carboxylate obtained in Example (117c) (4.4 g, 12.2 mmol), sodium bicarbonate, benzyl chloroformate (2.81 g, 16 mmol), THF (15 mL) and water (15 mL). The residue was purified by silica gel column chromatography (elution solvent: ethyl acetate/hexane=1/4, 1/2, 1/1) to obtain 5.46 g of the title compound as a colorless oily substance (99%). Reactants: O=C1NC(=O)C(=Cc2cccc(Br)n2)S1, C1CCNCC1, CS(C)=O, CCN(C(C)C)C(C)C. The product is O=C1NC(=O)C(=Cc2cccc(N3CCCCC3)n2)S1. As a reaction SMILES: [Br:1][c:2]1[cH:3][cH:4][cH:5][c:6]([CH:8]=[C:9]2[C:10](=[O:15])[NH:11][C:12](=[O:14])[S:13]2)[n:7]1.[CH2:25]1[CH2:26][CH2:27][NH:28][CH2:29][CH2:30]1.[CH3:31][S:32]([CH3:33])=[O:34].[CH:16]([N:17]([CH:18]([CH3:19])[CH3:20])[CH2:21][CH3:22])([CH3:23])[CH3:24]>>[c:2]1([N:28]2[CH2:27][CH2:26][CH2:25][CH2:30][CH2:29]2)[cH:3][cH:4][cH:5][c:6]([CH:8]=[C:9]2[C:10](=[O:15])[NH:11][C:12](=[O:14])[S:13]2)[n:7]1. The reactants are ClC=1C=C(C=C(C(=O)OC)N=[N+]=[N-])C=CC1F (methyl 3-chloro-4-fluoro-α-azidocinnamate). The solvent is C=1(C(=CC=CC1)C)C (xylene). The product is ClC=1C=C2C=C(NC2=CC1F)C(=O)OC (Methyl 5-chloro-6-fluoroindole-2-carboxylate). Reaction SMILES: [Cl:1][C:2]1[CH:3]=[C:4]([CH:14]=[CH:15][C:16]=1[F:17])[CH:5]=[C:6]([N:11]=[N+]=[N-])[C:7]([O:9][CH3:10])=[O:8]>C1(C)C(C)=CC=CC=1>[Cl:1][C:2]1[CH:3]=[C:4]2[C:14](=[CH:15][C:16]=1[F:17])[NH:11][C:6]([C:7]([O:9][CH3:10])=[O:8])=[CH:5]2. Procedure details: A mixture of methyl 3-chloro-4-fluoro-α-azidocinnamate (Japanese Patent Application Laid-Open No. 149723/1995) (1.85 g) and xylene (140 ml) was heated under reflux for 1 hour, and the solvent was then distilled off. The residue was purified by column chromatography on silica gel (dichloromethane) to obtain the title compound (491 mg) as colorless powder.